Dataset: the Open Reaction Database (ORD), a public repository of structured organic reaction records. Task: describe an organic reaction: reactants, conditions, products, and yield Starting materials: ClC1=NC=C(C=C1)CCl (2-chloro-5-(chloromethyl)pyridine), CNC(C)(C)C (N-methyl-t-butylamine), C([O-])([O-])=O.[K+].[K+] (potassium carbonate). Solvent: C(C)#N (acetonitrile). Reaction conditions: temperature 80 celsius. The product is CN(CC=1C=NC(=CC1)Cl)C(C)(C)C (N-methyl-tert-Butyl-(6-chloro-pyridin-3-ylmethyl)-amine). Yield: 56.1%. As a reaction SMILES: [Cl:1][C:2]1[CH:7]=[CH:6][C:5]([CH2:8]Cl)=[CH:4][N:3]=1.[CH3:10][NH:11][C:12]([CH3:15])([CH3:14])[CH3:13].C(=O)([O-])[O-].[K+].[K+]>C(#N)C>[CH3:10][N:11]([C:12]([CH3:15])([CH3:14])[CH3:13])[CH2:8][C:5]1[CH:4]=[N:3][C:2]([Cl:1])=[CH:7][CH:6]=1 |f:2.3.4|. Reported procedure: To a solution of 2-chloro-5-(chloromethyl)pyridine (570 mg, 3.52 mmole) in 7 mL of dry acetonitrile is 608 mg (7.04 mmol) of N-methyl-t-butylamine followed by 486 mg (3.52 mmol) of potassium carbonate. The reaction is heated at 80° C. for 12 h. After cooling, the reaction mixture is quenched with 5 mL of water, extracted three-times with methylene chloride, and dried over sodium sulfate. Concentration of the solvent provided an oil which was purified by silica gel chromatography to provide 420 m... As a reaction SMILES: [CH3:1][O:2][C:3](=[O:4])[c:5]1[cH:6][cH:7][c:8]([CH2:11][N:12]([CH3:13])[CH2:14][CH:15]2[N:16]([C:20]([O:21][C:22]([CH3:23])([CH3:24])[CH3:25])=[O:26])[CH2:17][CH2:18][CH2:19]2)[cH:9][cH:10]1.[Cl:28][CH2:29][Cl:30].[ClH:27]>>[CH3:1][O:2][C:3](=[O:4])[c:5]1[cH:6][cH:7][c:8]([CH2:11][N:12]([CH3:13])[CH2:14][CH:15]2[NH:16][CH2:17][CH2:18][CH2:19]2)[cH:9][cH:10]1.[ClH:27]. The reactants are COC(=O)c1ccc(CN(C)CC2CCCN2C(=O)OC(C)(C)C)cc1, ClCCl, Cl. Product: COC(=O)c1ccc(CN(C)CC2CCCN2)cc1, Cl. Reactants: FC=1C=NC(=NC1)[C@H](C)N ((S)-1-(5-fluoropyrimidin-2-yl)ethanamine), ClC1=NC=C(C(=N1)NC1=NNC(=C1)C)C (2-chloro-5-methyl-N-(5-methyl-1H-pyrazol-3-yl)pyrimidin-4-amine), CCN(C(C)C)C(C)C (DIPEA). Solvent: CCCCO (n-BuOH). Run at temperature 180 celsius. Yields the product FC=1C=NC(=NC1)[C@H](C)NC1=NC=C(C(=N1)NC1=NNC(=C1)C)C (N2-[(1S)-1-(5-fluoropyrimidin-2-yl)ethyl]-5-methyl-N4-(5-methyl-1H-pyrazol-3-yl)pyrimidine-2,4-diamine). Isolated yield 36.3%. RXN SMILES: [F:1][C:2]1[CH:3]=[N:4][C:5]([C@@H:8]([NH2:10])[CH3:9])=[N:6][CH:7]=1.Cl[C:12]1[N:17]=[C:16]([NH:18][C:19]2[CH:23]=[C:22]([CH3:24])[NH:21][N:20]=2)[C:15]([CH3:25])=[CH:14][N:13]=1.CCN(C(C)C)C(C)C>CCCCO>[F:1][C:2]1[CH:3]=[N:4][C:5]([C@@H:8]([NH:10][C:12]2[N:17]=[C:16]([NH:18][C:19]3[CH:23]=[C:22]([CH3:24])[NH:21][N:20]=3)[C:15]([CH3:25])=[CH:14][N:13]=2)[CH3:9])=[N:6][CH:7]=1. Procedure: A microwave reaction vessel was charged with (S)-1-(5-fluoropyrimidin-2-yl)ethanamine (Method 7, 111 mg, 0.63 mmol), 2-chloro-5-methyl-N-(5-methyl-1H-pyrazol-3-yl)pyrimidin-4-amine (Method 22, 0.50 g, 1.77 mmol), and DIPEA (0.225 mL, 1.26 mmol). Anhydrous n-BuOH (2.1 ml) was added, and the tube was sealed and heated in a microwave reactor at 180° C. for 4 hours. The solvent was removed under reduced pressure and the residue was purified by Gilson (5-95% MeCN/H2O, 15 minutes) to give the titled c... The reactants are NC=1C(=CC2=C(N=C(N=C2)NCCCN(C)C)N1)C1=C(C=CC=C1Cl)Cl (7-Amino-6-(2,6-dichlorophenyl)-2-(3-dimethylamino-propylamino)-pyrido[2,3-d]pyrimidine), C(C)(C)(C)N=C=O (t-butyl isocyanate). The product is C(C)(C)(C)NC(=O)NC=1C(=CC2=C(N=C(N=C2)NCCCN(C)C)N1)C1=C(C=CC=C1Cl)Cl (1-tert-Butyl-3-[6-(2,6-dichlorophenyl)-2-(3-dimethylamino-propylamino)-pyrido[2,3-d]pyrimidin-7-yl]-urea). Reaction SMILES: [NH2:1][C:2]1[C:3]([C:19]2[C:24]([Cl:25])=[CH:23][CH:22]=[CH:21][C:20]=2[Cl:26])=[CH:4][C:5]2[CH:10]=[N:9][C:8]([NH:11][CH2:12][CH2:13][CH2:14][N:15]([CH3:17])[CH3:16])=[N:7][C:6]=2[N:18]=1.[C:27]([N:31]=[C:32]=[O:33])([CH3:30])([CH3:29])[CH3:28]>>[C:27]([NH:31][C:32]([NH:1][C:2]1[C:3]([C:19]2[C:24]([Cl:25])=[CH:23][CH:22]=[CH:21][C:20]=2[Cl:26])=[CH:4][C:5]2[CH:10]=[N:9][C:8]([NH:11][CH2:12][CH2:13][CH2:14][N:15]([CH3:17])[CH3:16])=[N:7][C:6]=2[N:18]=1)=[O:33])([CH3:30])([CH3:29])[CH3:28]. Procedure: Following the procedure of Example 21, 1.62 g of 7-amino-6-(2,6-dichlorophenyl)-2-(3-dimethylamino-propylamino)-pyrido[2,3-d]pyrimidine from Example 27 was reacted with 0.48 g of t-butyl isocyanate to give the title compound; mp gradually dec above 130° C. Starting materials: resultant mixture, OC1(C=CC(C1CC#C)=O)C (4-hydroxy-4-methyl-5-propargyl-2-cyclopentenone), O (water), [Cl-].[Na+] (sodium chloride). The product is C(C#C)C=1C(CC(C1C)O)=O (2-propargyl-3-methyl-4-hydroxy-2-cyclopentenone). RXN SMILES: O[C:2]1([CH3:11])[CH:6]([CH2:7][C:8]#[CH:9])[C:5](=[O:10])[CH:4]=[CH:3]1.[Cl-].[Na+].[OH2:14]>>[CH2:7]([C:6]1[C:5](=[O:10])[CH2:4][CH:3]([OH:14])[C:2]=1[CH3:11])[C:8]#[CH:9] |f:1.2|. Procedure: In an autoclave, 4-hydroxy-4-methyl-5-propargyl-2-cyclopentenone (3 g) and water (400 ml) were charged, and the resultant mixture was stirred at 150° C. for 6 hours in a nitrogen atmosphere. After cooling, sodium chloride (50 g) was added to the reaction mixture, the resulting mixture was extracted with ethyl acetate. The extract was concentrated under reduced pressure and purified on column chromatography to give 2-propargyl-3-methyl-4-hydroxy-2-cyclopentenone (2.7 g). Yield, 90% nD21 1.5148. Reactants: O=C([O-])O, Cc1ccccc1, CC(O)(c1ccccc1)c1cc(Cl)ccc1O, CC(Cl)(Cl)C(=O)[O-], Cl, [NH2-], [Na+], [Na+], [Na], O. The product is CC1(C(=O)O)Oc2ccc(Cl)cc2C(C)(c2ccccc2)O1. Reaction SMILES: [C:29](=[O:30])([OH:31])[O-:32].[CH3:34][c:35]1[cH:36][cH:37][cH:38][cH:39][cH:40]1.[Cl:1][c:2]1[cH:3][cH:4][c:5]([OH:17])[c:6]([C:8]([OH:9])([c:10]2[cH:11][cH:12][cH:13][cH:14][cH:15]2)[CH3:16])[cH:7]1.[Cl:20][C:21]([C:22](=[O:23])[O-:24])([CH3:25])[Cl:26].[ClH:28].[NH2-:19].[Na+:27].[Na+:33].[Na:18].[OH2:41]>>[Cl:1][c:2]1[cH:3][cH:4][c:5]2[c:6]([cH:7]1)[C:8]([c:10]1[cH:11][cH:12][cH:13][cH:14][cH:15]1)([CH3:16])[O:9][C:21]([C:22](=[O:23])[OH:24])([CH3:25])[O:17]2. The reactants are C=O, CCC(C)=O, CC(C)Cc1ccc(C(C)Cl)cc1, Cl, Cl[Pd]Cl, c1ccc(P(c2ccccc2)c2ccccc2)cc1. The product is CC(C)Cc1ccc(C(C)C(=O)O)cc1. As a reaction SMILES: [C:21]=[O:22].[CH2:36]([C:38]([CH3:37])=[O:39])[CH3:40].[Cl:23][CH:24]([CH3:25])[c:26]1[cH:27][cH:28][c:29]([CH2:32][CH:33]([CH3:34])[CH3:35])[cH:30][cH:31]1.[ClH:1].[Pd:41]([Cl:42])[Cl:43].[c:2]1([P:3]([c:4]2[cH:5][cH:6][cH:7][cH:8][cH:9]2)[c:10]2[cH:11][cH:12][cH:13][cH:14][cH:15]2)[cH:16][cH:17][cH:18][cH:19][cH:20]1>>[OH:22][C:38]([CH:24]([CH3:25])[c:26]1[cH:27][cH:28][c:29]([CH2:32][CH:33]([CH3:34])[CH3:35])[cH:30][cH:31]1)=[O:39]. Reactants: C(C)(C)(C)OC(NC1=CC=C(C=C1)OC1CCN(CC1)C(C1=C(C=CC=C1Cl)Cl)=O)=O ({4-[1-(2,6-dichloro-benzoyl)-piperidin-4-yloxy]-phenyl}-carbamic acid tert-butyl ester), FC(C(=O)O)(F)F (trifluoroacetic acid). The solvent is ClCCl (dichloromethane). Reaction conditions: temperature 22 celsius, time 15 minute. The product is NC1=CC=C(OC2CCN(CC2)C(=O)C2=C(C=CC=C2Cl)Cl)C=C1 ([4-(4-Amino-phenoxy)-piperidin-1-yl]-(2,6-dichlorophenyl)-methanone). Yield: 92.0%. As a reaction SMILES: C(OC(=O)[NH:7][C:8]1[CH:13]=[CH:12][C:11]([O:14][CH:15]2[CH2:20][CH2:19][N:18]([C:21](=[O:30])[C:22]3[C:27]([Cl:28])=[CH:26][CH:25]=[CH:24][C:23]=3[Cl:29])[CH2:17][CH2:16]2)=[CH:10][CH:9]=1)(C)(C)C.FC(F)(F)C(O)=O>ClCCl>[NH2:7][C:8]1[CH:13]=[CH:12][C:11]([O:14][CH:15]2[CH2:16][CH2:17][N:18]([C:21]([C:22]3[C:27]([Cl:28])=[CH:26][CH:25]=[CH:24][C:23]=3[Cl:29])=[O:30])[CH2:19][CH2:20]2)=[CH:10][CH:9]=1. Procedure: The above white solid, {4-[1-(2,6-dichloro-benzoyl)-piperidin-4-yloxy]-phenyl}-carbamic acid tert-butyl ester, is suspended in a solution of trifluoroacetic acid in dichloromethane (25% v/v, 20 mL). The reaction mixture is stirred at 22° C. for 15 min. After removal of the solvent, the oily residue is neutralized with 0.5 N aqueous sodium hydroxide solution (50 mL) and extracted with dichloromethane (5×50 mL). The combined organic phases are dried over anhydrous sodium sulfate and concentrated t...